This data is from the Open Reaction Database (ORD), a public repository of structured organic reaction records. The task is: describe an organic reaction: reactants, conditions, products, and yield Reactants: ClC1=NC=C2N(C(CCNC2=N1)=O)C (10-chloro-6-methyl-2,6,9,11-tetrazabicyclo[5.4.0]undeca-7,9,11-trien-5-one), ClC1=NC=C2N(C(CCNC2=N1)=O)C (10-chloro-6-methyl-2,6,9,11-tetrazabicyclo[5.4.0]undeca-7,9,11-trien-5-one), [H-].[Na+] (sodium hydride), CN(C)C=O (DMF), ClCC1N(OC=C1C)C (chloromethyl-2,4-dimethylisoxazole). The product is ClC=1N=C2N(CCC(N(C2=CN1)C)=O)CC=1C(=NOC1C)C (9-chloro-6-[(3,5-dimethyl-1,2-oxazol-4-yl)methyl]-2-methyl-2,6,8,10-tetrazabicyclo[5.4.0]undeca-7,9,11-trien-3-one), solid. Isolated yield 85.0%. As a reaction SMILES: [Cl:1][C:2]1[N:12]=[C:11]2[C:5]([N:6]([CH3:14])[C:7](=[O:13])[CH2:8][CH2:9][NH:10]2)=[CH:4][N:3]=1.[H-].[Na+].Cl[CH2:18][CH:19]1[C:23]([CH3:24])=[CH:22][O:21][N:20]1C.[CH3:26]N(C=O)C>>[Cl:1][C:2]1[N:12]=[C:11]2[C:5](=[CH:4][N:3]=1)[N:6]([CH3:14])[C:7](=[O:13])[CH2:8][CH2:9][N:10]2[CH2:24][C:23]1[C:19]([CH3:18])=[N:20][O:21][C:22]=1[CH3:26] |f:1.2|. Reported procedure: To a stirred solution of 10-chloro-6-methyl-2,6,9,11-tetrazabicyclo[5.4.0]undeca-7,9,11-trien-5-one (Intermediate 100; 64 mg, 0.3 mmol) in DMF (2 mL) was added sodium hydride (60% mineral oil dispersion; 18 mg, 0.36 mmol) and the solution stirred at room temperature until effervescence had ceased. 3 chloromethyl-2,4-dimethylisoxazole (Aldrich; 52 mg, 0.36 mmol) was added and the reaction heated at 50° C. with stirring overnight. The solvent was evaporated and residue dissolved in methanol, trans... The reactants are ClC(Cl)(OC(OC(Cl)(Cl)Cl)=O)Cl (triphosgene), NC1=CC=C(CN)C=C1 (4-aminobenzylamine), C(C)(C)(C)NC([O-])=O (tertbutylcarbamate), C(C)(C)N(CC)C(C)C (diisopropylethylamine), C(Cl)Cl (CH2Cl2), C(Cl)Cl (CH2Cl2), C(C)(C)NCC(O)C1=CC(=C(C=C1)Cl)Cl (2-isopropylamino-1-(3,4-dichlorophenyl)-ethanol), C(C)(C)N(CC)C(C)C (diisopropylethylamine), C(Cl)Cl (CH2Cl2). Solvent: CCOC(=O)C (EtOAc). Conditions: time 10 minute. The product is C(C)(C)(C)OC(NCC1=CC=C(C=C1)NC(=O)N(C(C)C)CC(O)C1=CC(=C(C=C1)Cl)Cl)=O ((4-{3-[2-(3,4-Dichloro-phenyl)-2-hydroxy-ethyl]-3-isopropyl-ureido}-benzyl)-carbamic acid tert-butyl ester). Reaction SMILES: ClC(Cl)([O:4][C:5](=O)[O:6]C(Cl)(Cl)Cl)Cl.[NH2:13][C:14]1[CH:21]=[CH:20][C:17]([CH2:18][NH2:19])=[CH:16][CH:15]=1.[C:22]([NH:26][C:27](=[O:29])[O-])([CH3:25])([CH3:24])C.C(N([CH:36]([CH3:38])[CH3:37])CC)(C)C.C(N[CH2:43][CH:44]([C:46]1[CH:51]=[CH:50][C:49]([Cl:52])=[C:48]([Cl:53])[CH:47]=1)[OH:45])(C)C.[CH2:54](Cl)Cl>CCOC(C)=O>[C:36]([O:6][C:5](=[O:4])[NH:19][CH2:18][C:17]1[CH:20]=[CH:21][C:14]([NH:13][C:27]([N:26]([CH2:43][CH:44]([C:46]2[CH:51]=[CH:50][C:49]([Cl:52])=[C:48]([Cl:53])[CH:47]=2)[OH:45])[CH:22]([CH3:24])[CH3:25])=[O:29])=[CH:15][CH:16]=1)([CH3:38])([CH3:54])[CH3:37]. Procedure: To a solution of 0.89 g (3 mmol) triphosgene in 10 ml CH2Cl2 was added a solution of 2.0 g (8 mmol) 4-aminobenzylamine, tertbutylcarbamate and 1.69 ml (9.7 mmol) diisopropylethylamine in 25 ml CH2Cl2 dropwise over 1 hour. After the addition was complete, a solution of 1.79 g (8 mmol) 2-isopropylamino-1-(3,4-dichlorophenyl)-ethanol and 1.69 ml (9.7 mmol) diisopropylethylamine in 25 ml CH2Cl2 was added over 5 min. The reaction mixture was stirred for 10 min. diluted with 200 ml EtOAc, washed with ... Product: FC(C1=C(CN2CCC(CCC2)\C=C/2\C(=NC(S2)=O)NCC#C)C=CC(=C1)C(F)(F)F)(F)F ((5Z)-5-({1-[2,4-bis(trifluoromethyl)benzyl]azepan-4-yl}methylidene)-4-(prop-2-yn-1-ylamino)-1,3-thiazol-2(5H)-one). The reactants are FC(C1=C(CN2CCC(CCC2)C=O)C=CC(=C1)C(F)(F)F)(F)F (1-[2,4-bis(trifluoromethyl)benzyl]azepane-4-carbaldehyde), C(C#C)NC1=NC(SC1)=O (4-(prop-2-yn-1-ylamino)-1,3-thiazol-2(5H)-one), C(C)(=O)[O-].[NH2+]1CCCCC1 (piperidinium acetate), C(O)([O-])=O.[Na+] (sodium hydrogen carbonate). The yield is 29.1%. Procedure: To a solution of 1-[2,4-bis(trifluoromethyl)benzyl]azepane-4-carbaldehyde (156.5 mg) in 2-propanol (2.22 mL) were added 4-(prop-2-yn-1-ylamino)-1,3-thiazol-2(5H)-one (137 mg) and piperidinium acetate (64.3 mg). The reaction mixture was stirred at 60° C. overnight, allowed to cool to room temperature, poured into saturated aqueous sodium hydrogen carbonate solution, and the mixture was extracted with ethyl acetate. The extract was washed with saturated brine, and dried over anhydrous magnesium su... Solvent: CC(C)O (2-propanol). Run at temperature 60 celsius, time 8 hour. RXN SMILES: [F:1][C:2]([F:24])([F:23])[C:3]1[CH:18]=[C:17]([C:19]([F:22])([F:21])[F:20])[CH:16]=[CH:15][C:4]=1[CH2:5][N:6]1[CH2:12][CH2:11][CH2:10][CH:9]([CH:13]=O)[CH2:8][CH2:7]1.[CH2:25]([NH:28][C:29]1[CH2:33][S:32][C:31](=[O:34])[N:30]=1)[C:26]#[CH:27].C([O-])(=O)C.[NH2+]1CCCCC1.C(=O)([O-])O.[Na+]>CC(O)C>[F:24][C:2]([F:1])([F:23])[C:3]1[CH:18]=[C:17]([C:19]([F:22])([F:21])[F:20])[CH:16]=[CH:15][C:4]=1[CH2:5][N:6]1[CH2:12][CH2:11][CH2:10][CH:9](/[CH:13]=[C:33]2/[C:29]([NH:28][CH2:25][C:26]#[CH:27])=[N:30][C:31](=[O:34])[S:32]/2)[CH2:8][CH2:7]1 |f:2.3,4.5|. The reactants are Cl (HCl), CN(C1=CC=CC=C1)C (N,N-dimethylaniline), B(F)(F)F.CCOCC (Boron trifluoride diethyl etherate), FC1=C(C(=C(C(=C1[Mg]Br)F)F)F)F (pentafluorophenylmagnesium bromide). Run in O (water), C(C)OCC (diethyl ether). Reaction conditions: temperature -10 celsius. Yields the product [Cl-].C[NH+](C1=CC=CC=C1)C (N,N-dimethylanilinium chloride). RXN SMILES: B(F)(F)F.CCOCC.FC1C([Mg]Br)=C(F)C(F)=C(F)C=1F.[ClH:23].[CH3:24][N:25]([CH3:32])[C:26]1[CH:31]=[CH:30][CH:29]=[CH:28][CH:27]=1>O.C(OCC)C>[Cl-:23].[CH3:24][NH+:25]([CH3:32])[C:26]1[CH:31]=[CH:30][CH:29]=[CH:28][CH:27]=1 |f:0.1,7.8|. Procedure: Boron trifluoride diethyl etherate (138.7 g, 0.98 mole) is added to a diethyl ether solution of pentafluorophenylmagnesium bromide (3326 g, 4.17 moles) formed as in Example 24. The addition is at a rate allowing the mixture to reach reflux temperature. The mixture is heated at reflux for 18 hours. This mixture is then cooled to −10° C. and N,N-dimethylanilinium chloride (1142 grams, 2.06 moles) previously formed from concentrated HCl, water, and N,N-dimethylaniline is slowly added while keeping ... The reactants are C=CC(=O)Cl, C1CCNCC1, ClCCl. Product: C=CC(=O)N1CCCCC1. Reaction SMILES: [C:1]([CH:2]=[CH2:3])(=[O:4])[Cl:5].[CH2:6]1[CH2:7][CH2:8][NH:9][CH2:10][CH2:11]1.[Cl:12][CH2:13][Cl:14]>>[C:1]([CH:2]=[CH2:3])(=[O:4])[N:9]1[CH2:8][CH2:7][CH2:6][CH2:11][CH2:10]1.